This data is from the Open Reaction Database (ORD), a public repository of structured organic reaction records. The task is: describe an organic reaction: reactants, conditions, products, and yield Run at temperature 70 celsius. The reactants are C(#N)C1=C(C(=O)C(=C(C1=O)Cl)Cl)C#N (DDQ), N=1C(=CN2C1C=CC=C2)C=2C=C1CCC(NC1=CC2)=O (6-(imidazo[1,2-a]pyridine-2-yl)-3,4-dihydrocarbostyril), Cl (hydrochloric acid). Procedure: To a suspension of 6-(imidazo[1,2-a]pyridine-2-yl)-3,4-dihydrocarbostyril (5 g) in dioxane (50 ml) was added DDQ (6.47 g) with stirring at 70° C. The reaction mixture was heated for 5 hours with stirring. After completion of reaction, the solvent was evaporated. The residue was extracted by the addition of chloroform and 0.5 N sodium hydroxide. The chloroform layer was washed with 0.5 N sodium hydroxide, washed with water and dried. After evaporating chloroform, the residue obtained was isolated... Solvent: CC(=O)C (acetone), O1CCOCC1 (dioxane). As a reaction SMILES: [N:1]1[C:2]([C:10]2[CH:11]=[C:12]3[C:17](=[CH:18][CH:19]=2)[NH:16][C:15](=[O:20])[CH2:14][CH2:13]3)=[CH:3][N:4]2[CH:9]=[CH:8][CH:7]=[CH:6][C:5]=12.C(C1C(=O)C([Cl:31])=C(Cl)C(=O)C=1C#N)#N.Cl>O1CCOCC1.CC(C)=O>[ClH:31].[N:1]1[C:2]([C:10]2[CH:11]=[C:12]3[C:17](=[CH:18][CH:19]=2)[NH:16][C:15](=[O:20])[CH:14]=[CH:13]3)=[CH:3][N:4]2[CH:9]=[CH:8][CH:7]=[CH:6][C:5]=12 |f:5.6|. Yield: 42.4%. Product: Cl.N=1C(=CN2C1C=CC=C2)C=2C=C1C=CC(NC1=CC2)=O (6-(imidazo[1,2-a]pyridine-2-yl)carbostyril monohydrochloride). Starting materials: C[Si]([O-])(C)C.[K+] (Potassium trimethylsilanolate), C(C)OC(CN(C1=CC=C(C=C1)CN1C(C(=CC=C1)C1=CC=C(C=C1)NC(=O)NC1=C(C=CC=C1)C)=O)C)=O ([methyl-(4-{2-oxo-3-[4-(3-o-tolyl-ureido)phenyl]-2H-pyridin-1-ylmethyl}phenyl)amino]acetic acid ethyl ester), Cl (hydrochloric acid). Run in O1CCCC1 (tetrahydrofuran), C(C)OCC (diethyl ether). Conditions: time 2 hour. Product: CN(C1=CC=C(C=C1)CN1C(C(=CC=C1)C1=CC=C(C=C1)NC(=O)NC1=C(C=CC=C1)C)=O)CC(=O)O ([Methyl-(4-{2-oxo-3-[4-(3-o-tolyl-ureido)phenyl]-2H-pyridin-1-ylmethyl}-phenyl)amino]acetic acid). RXN SMILES: C[Si](C)(C)[O-].[K+].C([O:9][C:10](=[O:45])[CH2:11][N:12]([CH3:44])[C:13]1[CH:18]=[CH:17][C:16]([CH2:19][N:20]2[CH:25]=[CH:24][CH:23]=[C:22]([C:26]3[CH:31]=[CH:30][C:29]([NH:32][C:33]([NH:35][C:36]4[CH:41]=[CH:40][CH:39]=[CH:38][C:37]=4[CH3:42])=[O:34])=[CH:28][CH:27]=3)[C:21]2=[O:43])=[CH:15][CH:14]=1)C.Cl>O1CCCC1.C(OCC)C>[CH3:44][N:12]([CH2:11][C:10]([OH:45])=[O:9])[C:13]1[CH:18]=[CH:17][C:16]([CH2:19][N:20]2[CH:25]=[CH:24][CH:23]=[C:22]([C:26]3[CH:31]=[CH:30][C:29]([NH:32][C:33]([NH:35][C:36]4[CH:41]=[CH:40][CH:39]=[CH:38][C:37]=4[CH3:42])=[O:34])=[CH:28][CH:27]=3)[C:21]2=[O:43])=[CH:15][CH:14]=1 |f:0.1|. Procedure details: Potassium trimethylsilanolate (0.035 g, 0.25 mmol) was added to a solution of [methyl-(4-{2-oxo-3-[4-(3-o-tolyl-ureido)phenyl]-2H-pyridin-1-ylmethyl}phenyl)amino]acetic acid ethyl ester (0.90 g, 0.17 mmol) in tetrahydrofuran (5 mL) and the mixture stirred at room temperature for 2 hours. A solution of hydrochloric acid in diethyl ether (1 M, 1 mL) was added and solvent evaporated. The residue was triturated with diethyl ether, filtered and dried to give the title compound as a solid. The reactants are COC(=O)C=1N=C(C2=CC(=CC=C2C1O)OC1=CC=CC=C1)C#N (1-cyano-4-hydroxy-7-phenoxy-isoquinoline-3-carboxylic acid methyl ester), C(C)(C)(C)OC(=O)C1(CCS(CC1)=O)CN (4-aminomethyl-1-oxo-hexahydro-1λ4-thiopyran-4-carboxylic acid tert-butyl ester). Run in CCO (EtOH). Yields the product C(C)(C)(C)OC(=O)C1(CCS(CC1)=O)CNC(=O)C=1N=C(C2=CC(=CC=C2C1O)OC1=CC=CC=C1)C#N (4-{[(1-Cyano-4-hydroxy-7-phenoxy-isoquinoline-3-carbonyl)-amino]-methyl}-1-oxo-hexahydro-1λ4-thiopyran-4-carboxylic acid tert-butyl ester). Yield: 39.3%. Reaction SMILES: C[O:2][C:3]([C:5]1[N:6]=[C:7]([C:23]#[N:24])[C:8]2[C:13]([C:14]=1[OH:15])=[CH:12][CH:11]=[C:10]([O:16][C:17]1[CH:22]=[CH:21][CH:20]=[CH:19][CH:18]=1)[CH:9]=2)=O.[C:25]([O:29][C:30]([C:32]1([CH2:39][NH2:40])[CH2:37][CH2:36][S:35](=[O:38])[CH2:34][CH2:33]1)=[O:31])([CH3:28])([CH3:27])[CH3:26]>CCO>[C:25]([O:29][C:30]([C:32]1([CH2:39][NH:40][C:3]([C:5]2[N:6]=[C:7]([C:23]#[N:24])[C:8]3[C:13]([C:14]=2[OH:15])=[CH:12][CH:11]=[C:10]([O:16][C:17]2[CH:22]=[CH:21][CH:20]=[CH:19][CH:18]=2)[CH:9]=3)=[O:2])[CH2:33][CH2:34][S:35](=[O:38])[CH2:36][CH2:37]1)=[O:31])([CH3:28])([CH3:27])[CH3:26]. Procedure details: A mixture of 4-cyano-1-oxo-hexahydro-1λ4-thiopyran-4-carboxylic acid tert-butyl ester (193 mg) and Raney Ni (0.5 mL in water) in MeOH (30 mL) was stirred at rt under H2 atmosphere (balloon) overnight. Then the reaction mixture was filtered over Celite pad, filtrate was concentrated to give the desired product 4-aminomethyl-1-oxo-hexahydro-1λ4-thiopyran-4-carboxylic acid tert-butyl ester (195 mg), which was used in the next step. A mixture of 1-cyano-4-hydroxy-7-phenoxy-isoquinoline-3-carboxylic ... Reaction conditions: time 2 hour. Reaction SMILES: [CH3:1][O:2][C:3]1[CH:4]=[C:5]2[C:10](=[CH:11][C:12]=1[O:13][CH3:14])[N:9]=[CH:8][CH:7]=[C:6]2[O:15][C:16]1[CH:22]=[CH:21][C:19]([NH2:20])=[CH:18][CH:17]=1.C(O)C.[CH3:26][C:27]1[CH:28]=[C:29]([C:33]([N:35]=[C:36]=[S:37])=[O:34])[CH:30]=[CH:31][CH:32]=1>C1(C)C=CC=CC=1>[CH3:1][O:2][C:3]1[CH:4]=[C:5]2[C:10](=[CH:11][C:12]=1[O:13][CH3:14])[N:9]=[CH:8][CH:7]=[C:6]2[O:15][C:16]1[CH:22]=[CH:21][C:19]([NH:20][C:36]([NH:35][C:33](=[O:34])[C:29]2[CH:30]=[CH:31][CH:32]=[C:27]([CH3:26])[CH:28]=2)=[S:37])=[CH:18][CH:17]=1. Run in C1(=CC=CC=C1)C (toluene). Reactants: C(C)O (ethanol), COC=1C=C2C(=CC=NC2=CC1OC)OC1=CC=C(N)C=C1 (4-[(6,7-Dimethoxy-4-quinolyl)oxy]aniline), CC=1C=C(C=CC1)C(=O)N=C=S (3-methyl-1-benzenecarbonyl isothiocyanate). Yields the product COC=1C=C2C(=CC=NC2=CC1OC)OC1=CC=C(C=C1)NC(=S)NC(C1=CC(=CC=C1)C)=O (N-{4-[(6,7-Dimethoxy-4-quinolyl)oxy]phenyl}-N′-(3-methylbenzoyl)thiourea). Yield: 96.0%. Procedure details: 4-[(6,7-Dimethoxy-4-quinolyl)oxy]aniline (50 mg) was dissolved in toluene (5 ml) and ethanol (1 ml) to prepare a solution. Commercially available 3-methyl-1-benzenecarbonyl isothiocyanate (50 μl) was then added to the solution, and the mixture was stirred at room temperature for 2 hr. The reaction solution was concentrated, and the residue was purified by chromatography on silica gel using chloroform/acetone for development to give the title compound (77 mg, yield 96%). Starting materials: CN(C)C(=O)c1ccc(C(=O)OC(C)(C)C)c(Cl)c1, O=C(O)C(F)(F)F, O. The product is CN(C)C(=O)c1ccc(C(=O)O)c(Cl)c1. As a reaction SMILES: [Cl:1][c:2]1[c:3]([C:4](=[O:5])[O:6][C:7]([CH3:8])([CH3:9])[CH3:10])[cH:11][cH:12][c:13]([C:15]([N:16]([CH3:17])[CH3:18])=[O:19])[cH:14]1.[F:20][C:21]([F:22])([F:23])[C:24]([OH:25])=[O:26].[OH2:27]>>[Cl:1][c:2]1[c:3]([C:4](=[O:5])[OH:6])[cH:11][cH:12][c:13]([C:15]([N:16]([CH3:17])[CH3:18])=[O:19])[cH:14]1.